Dataset: the Open Reaction Database (ORD), a public repository of structured organic reaction records. Task: describe an organic reaction: reactants, conditions, products, and yield Starting materials: CC(C)(C)OC(=O)CNC(=O)C1=C(O)c2cc(F)c(Cl)cc2C(C)(C)C1=O, O=C(O)C(F)(F)F. Yields the product CC1(C)C(=O)C(C(=O)NCC(=O)O)=C(O)c2cc(F)c(Cl)cc21. Reaction SMILES: [Cl:1][c:2]1[c:3]([F:27])[cH:4][c:5]2[c:10]([cH:11]1)[C:9]([CH3:12])([CH3:13])[C:8](=[O:14])[C:7]([C:15](=[O:16])[NH:17][CH2:18][C:19](=[O:20])[O:21][C:22]([CH3:23])([CH3:24])[CH3:25])=[C:6]2[OH:26].[F:28][C:29]([F:30])([F:31])[C:32]([OH:33])=[O:34]>>[Cl:1][c:2]1[c:3]([F:27])[cH:4][c:5]2[c:10]([cH:11]1)[C:9]([CH3:12])([CH3:13])[C:8](=[O:14])[C:7]([C:15](=[O:16])[NH:17][CH2:18][C:19](=[O:20])[OH:21])=[C:6]2[OH:26]. Starting materials: COc1cc(Cl)nc(SC)n1, [K+], [K+], O=C([O-])[O-], CC1(C)OB(c2cn(S(=O)(=O)c3ccccc3)c3ncccc23)OC1(C)C. Yields the product COc1cc(-c2cn(S(=O)(=O)c3ccccc3)c3ncccc23)nc(SC)n1. RXN SMILES: [Cl:1][c:2]1[n:3][c:4]([S:10][CH3:11])[n:5][c:6]([O:8][CH3:9])[cH:7]1.[K+:39].[K+:40].[O-:41][C:42]([O-:43])=[O:44].[c:12]1([S:18](=[O:19])(=[O:20])[n:21]2[cH:22][c:23]([B:30]3[O:31][C:32]([CH3:33])([CH3:34])[C:35]([CH3:36])([CH3:37])[O:38]3)[c:24]3[c:25]2[n:26][cH:27][cH:28][cH:29]3)[cH:13][cH:14][cH:15][cH:16][cH:17]1>>[c:2]1(-[c:23]2[cH:22][n:21]([S:18]([c:12]3[cH:13][cH:14][cH:15][cH:16][cH:17]3)(=[O:19])=[O:20])[c:25]3[c:24]2[cH:29][cH:28][cH:27][n:26]3)[n:3][c:4]([S:10][CH3:11])[n:5][c:6]([O:8][CH3:9])[cH:7]1. Reactants: CC(C)=CCCC(C)=CCCC(C)=CCBr, [N-]=[N+]=[N-], [Na+], CN(C)C=O, O. Yields the product CC(C)=CCCC(C)=CCCC(C)=CCN=[N+]=[N-]. RXN SMILES: [CH3:1][C:2](=[CH:3][CH2:4][Br:5])[CH2:6][CH2:7][CH:8]=[C:9]([CH2:10][CH2:11][CH:12]=[C:13]([CH3:14])[CH3:15])[CH3:16].[N-:18]=[N+:19]=[N-:20].[Na+:17].[O:22]=[CH:23][N:24]([CH3:25])[CH3:26].[OH2:21]>>[CH3:1][C:2](=[CH:3][CH2:4][N:18]=[N+:19]=[N-:20])[CH2:6][CH2:7][CH:8]=[C:9]([CH2:10][CH2:11][CH:12]=[C:13]([CH3:14])[CH3:15])[CH3:16]. Yields the product C(CC)C1=NC2=C(N1CC1=CC=C(C=C1)C=1C(=CC=CC1)C(=O)O)C=C(C=C2C)C=2N(C(=C(N2)C(C)C)C)CC (4'-[[2-n-Propyl-4-methyl-6-(1-ethyl-4-isopropyl-5-methyl-imidazol-2-yl)-1H-benzimidazol-1-yl]-methyl]-biphenyl-2-carboxylic Acid). Reactants: C(CC)C1=NC2=C(N1CC1=CC=C(C=C1)C=1C(=CC=CC1)C(=O)OC(C)(C)C)C=C(C=C2C)C=2OC(=C(N2)C(C)C)C (tert.butyl 4'-[[2-n-propyl-4-methyl-6-(4-isopropyl-5-methyl-oxazol-2-yl)-1H-benzimidazol-1-yl]-methyl]-biphenyl-2-carboxylate), C(C)NC=O.C(C)N (N-ethylformamide ethylamine). As a reaction SMILES: [CH2:1]([C:4]1[N:8]([CH2:9][C:10]2[CH:15]=[CH:14][C:13]([C:16]3[C:17]([C:22]([O:24]C(C)(C)C)=[O:23])=[CH:18][CH:19]=[CH:20][CH:21]=3)=[CH:12][CH:11]=2)[C:7]2[CH:29]=[C:30]([C:34]3O[C:36]([CH3:42])=[C:37]([CH:39]([CH3:41])[CH3:40])[N:38]=3)[CH:31]=[C:32]([CH3:33])[C:6]=2[N:5]=1)[CH2:2][CH3:3].[CH2:43]([NH:45]C=O)[CH3:44].C(N)C>>[CH2:1]([C:4]1[N:8]([CH2:9][C:10]2[CH:11]=[CH:12][C:13]([C:16]3[C:17]([C:22]([OH:24])=[O:23])=[CH:18][CH:19]=[CH:20][CH:21]=3)=[CH:14][CH:15]=2)[C:7]2[CH:29]=[C:30]([C:34]3[N:45]([CH2:43][CH3:44])[C:36]([CH3:42])=[C:37]([CH:39]([CH3:41])[CH3:40])[N:38]=3)[CH:31]=[C:32]([CH3:33])[C:6]=2[N:5]=1)[CH2:2][CH3:3] |f:1.2|. Procedure: Prepared analogously to Example 146 from tert.butyl 4'-[[2-n-propyl-4-methyl-6-(4-isopropyl-5-methyl-oxazol-2-yl)-1H-benzimidazol-1-yl]-methyl]-biphenyl-2-carboxylate and N-ethylformamide/ethylamine. Reaction SMILES: C(OC[N:9]1[C:13]2[N:14]=[C:15]([NH:28][C:29]3[CH:34]=[CH:33][C:32]([NH:35][CH:36]4[CH2:39][N:38]([CH2:40][CH2:41][F:42])[CH2:37]4)=[CH:31][C:30]=3[O:43][CH3:44])[N:16]=[C:17]([O:18][C:19]3[CH:24]=[CH:23][CH:22]=[C:21]([N+:25]([O-])=O)[CH:20]=3)[C:12]=2[CH:11]=[CH:10]1)(=O)C(C)(C)C.NN.O>[Pd].CO>[NH2:25][C:21]1[CH:20]=[C:19]([CH:24]=[CH:23][CH:22]=1)[O:18][C:17]1[C:12]2[CH:11]=[CH:10][NH:9][C:13]=2[N:14]=[C:15]([NH:28][C:29]2[CH:34]=[CH:33][C:32]([NH:35][CH:36]3[CH2:39][N:38]([CH2:40][CH2:41][F:42])[CH2:37]3)=[CH:31][C:30]=2[O:43][CH3:44])[N:16]=1 |f:1.2|. Product: NC=1C=C(OC=2C3=C(N=C(N2)NC2=C(C=C(C=C2)NC2CN(C2)CCF)OC)NC=C3)C=CC1 (N1-(4-(3-aminophenoxy)-7H-pyrrolo[2,3-d]pyrimidin-2-yl)-N4-(1-(2-fluoroethyl)azetidin-3-yl)-2-methoxybenzene-1,4-diamine). Reagents/catalysts: [Pd] (Pd/C). Yield: 31.0%. Procedure: A mixture of (2-(4-(1-(2-fluoroethyl)azetidin-3-ylamino)-2-methoxyphenylamino)-4-(3-nitrophenoxy)-7H-pyrrolo[2,3-d]pyrimidin-7-yl)methyl pivalate (530 mg, 0.87 mmol), NH2NH2.H2O (98%, 2.5 mL), Pd/C (110 mg), a magnetite, and MeOH (10 mL) was stirred at reflux temperature overnight. The mixture was cooled to room temperature, and was filtered through diatomaceous earth, washing with MeOH (20 mL). The filtrate was concentrated under reduced pressure. NaHCO3(aq) was added, and the mixture was extra... Solvent: CO (MeOH). The reactants are C(C(C)(C)C)(=O)OCN1C=CC2=C1N=C(N=C2OC2=CC(=CC=C2)[N+](=O)[O-])NC2=C(C=C(C=C2)NC2CN(C2)CCF)OC ((2-(4-(1-(2-fluoroethyl)azetidin-3-ylamino)-2-methoxyphenylamino)-4-(3-nitrophenoxy)-7H-pyrrolo[2,3-d]pyrimidin-7-yl)methyl pivalate), NN.O (NH2NH2.H2O), magnetite. Starting materials: C(C)(C)(C)C1=CC(=C(C=N1)C=1N([C@]([C@](N1)(C)C1=CC=C(C=C1)Cl)(C)C1=CC=C(C=C1)Cl)C(=O)N1C[C@@H]2C([C@@H]2C1)C(=O)O)OCC ((1S,5R)-3-[(4S,5R)-2-(6-tert-butyl-4-ethoxy-pyridin-3-yl)-4,5-bis-(4-chloro-phenyl)-4,5-dimethyl-4,5-dihydro-imidazole-1-carbonyl]-3-aza-bicyclo[3.1.0]hexane-6-carboxylic acid), ethyl ester, N1CC(C1)O (azetidin-3-ol). The product is C(C)(C)(C)C1=CC(=C(C=N1)C=1N([C@]([C@](N1)(C)C1=CC=C(C=C1)Cl)(C)C1=CC=C(C=C1)Cl)C(=O)N1C[C@@H]2C([C@@H]2C1)C(=O)N1CC(C1)O)OCC ([(4S,5R)-2-(6-tert-Butyl-4-ethoxy-pyridin-3-yl)-4,5-bis-(4-chloro-phenyl)-4,5-dimethyl-4,5-dihydro-imidazol-1-yl]-[(1S,5R)-6-(3-hydroxy-azetidine-1-carbonyl)-3-aza-bicyclo[3.1.0]hex-3-yl]-methanone). RXN SMILES: [C:1]([C:5]1[N:10]=[CH:9][C:8]([C:11]2[N:12]([C:32]([N:34]3[CH2:39][C@@H:38]4[C@@H:36]([CH:37]4[C:40](O)=[O:41])[CH2:35]3)=[O:33])[C@@:13]([C:25]3[CH:30]=[CH:29][C:28]([Cl:31])=[CH:27][CH:26]=3)([CH3:24])[C@@:14]([C:17]3[CH:22]=[CH:21][C:20]([Cl:23])=[CH:19][CH:18]=3)([CH3:16])[N:15]=2)=[C:7]([O:43][CH2:44][CH3:45])[CH:6]=1)([CH3:4])([CH3:3])[CH3:2].[NH:46]1[CH2:49][CH:48]([OH:50])[CH2:47]1>>[C:1]([C:5]1[N:10]=[CH:9][C:8]([C:11]2[N:12]([C:32]([N:34]3[CH2:35][C@@H:36]4[C@@H:38]([CH:37]4[C:40]([N:46]4[CH2:49][CH:48]([OH:50])[CH2:47]4)=[O:41])[CH2:39]3)=[O:33])[C@@:13]([C:25]3[CH:30]=[CH:29][C:28]([Cl:31])=[CH:27][CH:26]=3)([CH3:24])[C@@:14]([C:17]3[CH:22]=[CH:21][C:20]([Cl:23])=[CH:19][CH:18]=3)([CH3:16])[N:15]=2)=[C:7]([O:43][CH2:44][CH3:45])[CH:6]=1)([CH3:2])([CH3:3])[CH3:4]. Reported procedure: In a manner analogous to the method described in examples 99, (1S,5R)-3-[(4S,5R)-2-(6-tert-butyl-4-ethoxy-pyridin-3-yl)-4,5-bis-(4-chloro-phenyl)-4,5-dimethyl-4,5-dihydro-imidazole-1-carbonyl]-3-aza-bicyclo[3.1.0]hexane-6-carboxylic acid (prepared from the ethyl ester, example 135) was coupled with azetidin-3-ol (Oakwood) to give the title compound. HR-MS (ES, m/z) calculated for C38H44Cl2N5O4 [(M+H)+] 704.2765, observed 704.2764.